The task is: describe an organic reaction: reactants, conditions, products, and yield. This data is from the Open Reaction Database (ORD), a public repository of structured organic reaction records. The reactants are BrC1=C(C=C(N)C=C1)Cl (4-bromo-3-chloro-aniline), C([O-])([O-])=O.[Na+].[Na+] (sodium carbonate), BrCC(=O)OCC (ethyl bromoacetate). Solvent: C(C)O (ethanol), CCOCC (ether). Run at time 10 minute. The product is C(C)OC(CNC1=CC(=C(C=C1)Br)Cl)=O ((4-Bromo-3-chloro-phenylamino)-acetic acid ethyl ester). Yield: 61.7%. As a reaction SMILES: [Br:1][C:2]1[CH:8]=[CH:7][C:5]([NH2:6])=[CH:4][C:3]=1[Cl:9].C(=O)([O-])[O-].[Na+].[Na+].Br[CH2:17][C:18]([O:20][CH2:21][CH3:22])=[O:19]>C(O)C.CCOCC>[CH2:21]([O:20][C:18](=[O:19])[CH2:17][NH:6][C:5]1[CH:7]=[CH:8][C:2]([Br:1])=[C:3]([Cl:9])[CH:4]=1)[CH3:22] |f:1.2.3|. Procedure: To a solution of 4-bromo-3-chloro-aniline (0.64 g, 3.10 mmol) in ethanol (7 ml) were added sodium carbonate (0.49 g, 4.65 mmol) and ethyl bromoacetate (0.38 ml, 3.41 mmol). The resulting suspension was stirred at room temperature for 10 min and was then heated at 100° C. for 30 min under microwave irradiation. The mixture was then cooled to room temperature, diluted with ether, and filtered. The filtrate was washed with 1 M aqueous hydrochloric acid, the phases separated, and the aqueous phase e... Starting materials: ON=C(C(C)C)N (N′-hydroxyisobutyrimidamide), [H-].[Na+] (NaH), C(C)OC(=O)C=1C=C2C=CN(C2=CC1)C1=NC=C(C=C1)OC1CCN(CC1)C(=O)OC(C)(C)C (Ethyl-1-(5-((1-(tert-butoxycarbonyl)piperidin-4-yl) oxy) pyridin-2-yl)-1H-indole-5-carboxylate). Solvent: C1CCOC1 (THF). Run at temperature 60 celsius, time 2 hour. The product is C(C)(C)(C)OC(=O)N1CCC(CC1)OC=1C=NC(=CC1)N1C=CC2=CC(=CC=C12)C1=NC(=NO1)C(C)C (tert-Butyl-4-((6-(5-(3-isopropyl-1,2,4-oxadiazol-5-yl)-1H-indol-1-yl) pyridin-3-yl) oxy)piperidine-1-carboxylate). Isolated yield 22.6%. As a reaction SMILES: [OH:1][N:2]=[C:3]([NH2:7])[CH:4]([CH3:6])[CH3:5].[H-].[Na+].C(O[C:13]([C:15]1[CH:16]=[C:17]2[C:21](=[CH:22][CH:23]=1)[N:20]([C:24]1[CH:29]=[CH:28][C:27]([O:30][CH:31]3[CH2:36][CH2:35][N:34]([C:37]([O:39][C:40]([CH3:43])([CH3:42])[CH3:41])=[O:38])[CH2:33][CH2:32]3)=[CH:26][N:25]=1)[CH:19]=[CH:18]2)=O)C>C1COCC1>[C:40]([O:39][C:37]([N:34]1[CH2:33][CH2:32][CH:31]([O:30][C:27]2[CH:26]=[N:25][C:24]([N:20]3[C:21]4[C:17](=[CH:16][C:15]([C:13]5[O:1][N:2]=[C:3]([CH:4]([CH3:6])[CH3:5])[N:7]=5)=[CH:23][CH:22]=4)[CH:18]=[CH:19]3)=[CH:29][CH:28]=2)[CH2:36][CH2:35]1)=[O:38])([CH3:43])([CH3:42])[CH3:41] |f:1.2|. Reported procedure: To a stirred solution of N′-hydroxyisobutyrimidamide (0.10 g, 1.0 mmol) in dry THF (10 mL), NaH (0.078 g, 3.26 mmol) was added and stirred at 60° C. for 2 h. The reaction contents were brought to room temperature, Ethyl-1-(5-((1-(tert-butoxycarbonyl)piperidin-4-yl) oxy) pyridin-2-yl)-1H-indole-5-carboxylate (0.205 g, 0.440 mmol) was added and stirred at 60° C. for 3 h. The reaction was quenched by methanol at 0° C. and concentrated in vacuo. The resultant residue was dissolved with ethyl acetate... Reactants: BrCc1ccccc1, CN(C)C=O, CCOCC, Cl, [H-], [Na+], COC(=O)CCc1ccccc1O. The product is COC(=O)CCc1ccccc1OCc1ccccc1. As a reaction SMILES: [Br:16][CH2:17][c:18]1[cH:19][cH:20][cH:21][cH:22][cH:23]1.[CH3:25][N:26]([CH3:27])[CH:28]=[O:29].[CH3:30][CH2:31][O:32][CH2:33][CH3:34].[ClH:24].[H-:1].[Na+:2].[OH:3][c:4]1[c:5]([CH2:10][CH2:11][C:12](=[O:13])[O:14][CH3:15])[cH:6][cH:7][cH:8][cH:9]1>>[O:3]([c:4]1[c:5]([CH2:10][CH2:11][C:12](=[O:13])[O:14][CH3:15])[cH:6][cH:7][cH:8][cH:9]1)[CH2:17][c:18]1[cH:19][cH:20][cH:21][cH:22][cH:23]1. Starting materials: CN(C(CC#N)=O)C (N,N-dimethylcyanoacetamide), S (hydrogen sulfide). The solvent is C(C)N(CC)CC (triethylamine). Run at temperature 55 celsius, time 12 hour. Yields the product NC(CC(=O)N(C)C)=S (3-amino-3-thioxo-N,N-dimethylpropanamide). As a reaction SMILES: [CH3:1][N:2]([CH3:8])[C:3](=[O:7])[CH2:4][C:5]#[N:6].[SH2:9]>C(N(CC)CC)C>[NH2:6][C:5](=[S:9])[CH2:4][C:3]([N:2]([CH3:8])[CH3:1])=[O:7]. Procedure details: A reaction mixture was prepared from 22.4 g. of N,N-dimethylcyanoacetamide, 21 ml. of liquid hydrogen sulfide and 1 ml. of triethylamine. The reaction mixture was placed in an autoclave and the autoclave shaken at about 55° C. for about 12 hours. The reaction mixture was taken from the autoclave and the volatile constituents removed by evaporation. Ethanol was added to the residue, thus producing a crystalline solid. The solid was filtered and the filter cake washed with cold ethanol. Twenty-one... Reactants: COC(=O)CBr, CN(C)C=O, Oc1cccc2c1cc(C1CC1)n2Cc1ccccc1-c1ccccc1. Product: COC(=O)COc1cccc2c1cc(C1CC1)n2Cc1ccccc1-c1ccccc1. RXN SMILES: [Br:27][CH2:28][C:29](=[O:30])[O:31][CH3:32].[O:33]=[CH:34][N:35]([CH3:36])[CH3:37].[c:1]1(-[c:21]2[cH:22][cH:23][cH:24][cH:25][cH:26]2)[c:2]([CH2:7][n:8]2[c:9]([CH:18]3[CH2:19][CH2:20]3)[cH:10][c:11]3[c:12]([OH:17])[cH:13][cH:14][cH:15][c:16]23)[cH:3][cH:4][cH:5][cH:6]1>>[c:1]1(-[c:21]2[cH:22][cH:23][cH:24][cH:25][cH:26]2)[c:2]([CH2:7][n:8]2[c:9]([CH:18]3[CH2:19][CH2:20]3)[cH:10][c:11]3[c:12]([O:17][CH2:28][C:29](=[O:30])[O:31][CH3:32])[cH:13][cH:14][cH:15][c:16]23)[cH:3][cH:4][cH:5][cH:6]1.